Dataset: the Open Reaction Database (ORD), a public repository of structured organic reaction records. Task: describe an organic reaction: reactants, conditions, products, and yield Starting materials: BrC1=CC=C(C=C1)CCN(C(OC(C)(C)C)=O)C[C@H](O)C1=CC(=CC=C1)Cl (tert-butyl [2-(4-bromophenyl)ethyl]-[(2R)-2-(3-chlorophenyl)-2-hydroxyethyl]carbamate), C(C)OC(=O)C1=CC(=C(C=C1)B(O)O)OC ([4-(ethoxycarbonyl)-2-methoxyphenyl]boronic acid), C([O-])([O-])=O.[Na+].[Na+] (sodium carbonate). The reagents and catalysts are C=1C=CC(=CC1)[P](C=2C=CC=CC2)(C=3C=CC=CC3)[Pd]([P](C=4C=CC=CC4)(C=5C=CC=CC5)C=6C=CC=CC6)([P](C=7C=CC=CC7)(C=8C=CC=CC8)C=9C=CC=CC9)[P](C=1C=CC=CC1)(C=1C=CC=CC1)C=1C=CC=CC1 (tetrakis(triphenylphosphine)palladium). Solvent: COCCOC (1,2-dimethoxyethane), C(C)(=O)OCC (ethyl acetate), O (water). Reaction conditions: temperature 80 celsius, time 4 hour. Product: C(C)(C)(C)OC(=O)N(CCC1=CC=C(C=C1)C1=C(C=C(C=C1)C(=O)OCC)OC)C[C@H](O)C1=CC(=CC=C1)Cl (ethyl 4′-[2-[(tert-butoxycarbonyl)[(2R)-2-(3-chlorophenyl)-2-hydroxyethyl]-amino]ethyl]-2-methoxy-1,1′-biphenyl-4-carboxylate). The yield is 49.9%. Reaction SMILES: Br[C:2]1[CH:7]=[CH:6][C:5]([CH2:8][CH2:9][N:10]([CH2:18][C@@H:19]([C:21]2[CH:26]=[CH:25][CH:24]=[C:23]([Cl:27])[CH:22]=2)[OH:20])[C:11](=[O:17])[O:12][C:13]([CH3:16])([CH3:15])[CH3:14])=[CH:4][CH:3]=1.[CH2:28]([O:30][C:31]([C:33]1[CH:38]=[CH:37][C:36](B(O)O)=[C:35]([O:42][CH3:43])[CH:34]=1)=[O:32])[CH3:29].C(=O)([O-])[O-].[Na+].[Na+]>COCCOC.C(OCC)(=O)C.O.C1C=CC([P]([Pd]([P](C2C=CC=CC=2)(C2C=CC=CC=2)C2C=CC=CC=2)([P](C2C=CC=CC=2)(C2C=CC=CC=2)C2C=CC=CC=2)[P](C2C=CC=CC=2)(C2C=CC=CC=2)C2C=CC=CC=2)(C2C=CC=CC=2)C2C=CC=CC=2)=CC=1>[C:13]([O:12][C:11]([N:10]([CH2:18][C@@H:19]([C:21]1[CH:26]=[CH:25][CH:24]=[C:23]([Cl:27])[CH:22]=1)[OH:20])[CH2:9][CH2:8][C:5]1[CH:6]=[CH:7][C:2]([C:36]2[CH:37]=[CH:38][C:33]([C:31]([O:30][CH2:28][CH3:29])=[O:32])=[CH:34][C:35]=2[O:42][CH3:43])=[CH:3][CH:4]=1)=[O:17])([CH3:16])([CH3:15])[CH3:14] |f:2.3.4,^1:66,68,87,106|. Reported procedure: To a solution of tert-butyl [2-(4-bromophenyl)ethyl]-[(2R)-2-(3-chlorophenyl)-2-hydroxyethyl]carbamate (365 mg) in 1,2-dimethoxyethane (6 ml) was added [4-(ethoxycarbonyl)-2-methoxyphenyl]boronic acid (216 mg), tetrakis(triphenylphosphine)palladium (46 mg) and aqueous solution of sodium carbonate (2M, 0.85 ml), and the mixture was stirred at 80° C. for 4 hours under nitrogen. The mixture was diluted with ethyl acetate and water. The organic layer was separated, washed with brine, dried over magn... Reaction SMILES: [CH2:1]=[C:2]1[C@H:6]([OH:7])[C@@H:5]([CH2:8][OH:9])[O:4][C@H:3]1[N:10]1[CH:17]=[CH:16][C:14]([NH2:15])=[N:13][C:11]1=[O:12].[C:18](Cl)(=[O:36])[CH2:19][CH2:20][CH2:21][CH2:22][CH2:23][CH2:24][CH2:25][CH2:26][CH2:27][CH2:28][CH2:29][CH2:30][CH2:31][CH2:32][CH2:33][CH2:34][CH3:35]>N1C=CC=CC=1>[C:18]([NH:15][C:14]1[CH:16]=[CH:17][N:10]([C@@H:3]2[O:4][C@H:5]([CH2:8][O:9][C:18](=[O:36])[CH2:19][CH2:20][CH2:21][CH2:22][CH2:23][CH2:24][CH2:25][CH2:26][CH2:27][CH2:28][CH2:29][CH2:30][CH2:31][CH2:32][CH2:33][CH2:34][CH3:35])[C@@H:6]([OH:7])[C:2]2=[CH2:1])[C:11](=[O:12])[N:13]=1)(=[O:36])[CH2:19][CH2:20][CH2:21][CH2:22][CH2:23][CH2:24][CH2:25][CH2:26][CH2:27][CH2:28][CH2:29][CH2:30][CH2:31][CH2:32][CH2:33][CH2:34][CH3:35]. Reaction conditions: time 15 minute. Procedure details: 2'-Deoxy-2'-methylidenecytidine, 239 mg, was dissolved in 5 ml of pyridine, 1.7 ml of stearoyl chloride was added portionwise under ice cooling, and the solution was stirred for 15 minutes. After the reaction, the reaction solution was partitioned with chloroform and the chloroform layer was distilled off under reduced pressure. The resulting residue was treated with silica gel chromatography (elution solvent: a mixture solvent of chloroform and methanol) to give the objective compound. m.p. 135... Starting materials: C=C1[C@@H](O[C@@H]([C@H]1O)CO)N1C(=O)N=C(N)C=C1 (2'-Deoxy-2'-methylidenecytidine), C(CCCCCCCCCCCCCCCCC)(=O)Cl (stearoyl chloride). Solvent: N1=CC=CC=C1 (pyridine). Product: C(CCCCCCCCCCCCCCCCC)(=O)NC1=NC(N([C@H]2C([C@H](O)[C@@H](COC(CCCCCCCCCCCCCCCCC)=O)O2)=C)C=C1)=O (N4,5'-O-Distearoyl-2'-deoxy-2'-methylidenecytidine). The reactants are [Na+].[Br-] (NaBr), C(=O)(O)[O-].[Na+] (NaHCO3), C1(=CCCCC1)CC(CCO)C (4-(cyclohex-1-en-1-yl)-3-methyl butan-1-ol), [O-]Cl.[Na+] (NaOCl). Solvent: C1(=CC=CC=C1)C (toluene), O (water). Run at time 1 hour. Product: C1(=CCCCC1)CC(CC=O)C (4-(cyclohex-1-en-1-yl)-3-methylbutanal). Yield: 66.0%. Reaction SMILES: [Na+].[Br-].C([O-])(O)=O.[Na+].[C:8]1([CH2:14][CH:15]([CH3:19])[CH2:16][CH2:17][OH:18])[CH2:13][CH2:12][CH2:11][CH2:10][CH:9]=1.[O-]Cl.[Na+]>C1(C)C=CC=CC=1.O>[C:8]1([CH2:14][CH:15]([CH3:19])[CH2:16][CH:17]=[O:18])[CH2:13][CH2:12][CH2:11][CH2:10][CH:9]=1 |f:0.1,2.3,5.6|. Reported procedure: NaBr (0.6 g, 0.006 mol) and NaHCO3 (6.4 g, 0.076 mol) were mixed together with water (60 ml), toluene (250 g) and 4-(cyclohex-1-en-1-yl)-3-methyl butan-1-ol (96 g (0.573 mol, purity: 99% sum of the isomers) at room temperature with continuous stirring. NaOCl (13% w/w aqueous 426.8 g, 0.745 mol) was added to the reaction mass over 2 h. Stirring was continued for another 1 h. The aqueous phase was removed, organic phase was washed with a solution of NaHCO3 and then with water. The organic phase th... The reactants are C(#N)C(CCC(=O)OC)(C)C1=NC=CC=C1 (methyl 4-cyano-4-(2-pyridinyl)pentanoate). The reagents and catalysts are [Ni] (Raney nickel). Run in C(C)O (ethanol). Conditions: time 78 hour. Product: CC1(CCC(NC1)=O)C1=NC=CC=C1 (5-methyl-5-(2-pyridinyl)-2-piperidone). Isolated yield 50.7%. Reaction SMILES: [C:1]([C:3]([C:11]1[CH:16]=[CH:15][CH:14]=[CH:13][N:12]=1)([CH3:10])[CH2:4][CH2:5][C:6](OC)=[O:7])#[N:2]>C(O)C.[Ni]>[CH3:10][C:3]1([C:11]2[CH:16]=[CH:15][CH:14]=[CH:13][N:12]=2)[CH2:1][NH:2][C:6](=[O:7])[CH2:5][CH2:4]1. Procedure: To methyl 4-cyano-4-(2-pyridinyl)pentanoate (Preparation 42, 2.5 g, 11.4 mmol) in ethanol (30 ml) was added Raney nickel (3 g) and the reaction mixture was hydrogenated for 78 h. The reaction mixture was filtered through Celite® washing with ethanol (3.20 ml). The combined organic extracts were concentrated in vacuo to give the crude desired product (2.2 g) which was purified by flash chromatography eluting with dichloromethane:methanol (96:7) to give the pure product as an oil (1.1 g, 5.1%). Starting materials: COc1ccc(Cn2nc(C)c3c(Oc4ccc(-c5cncn(Cc6ccc(Cl)cc6)c5=O)cc4F)ccnc32)cc1, O=C(O)C(F)(F)F. Yields the product Cc1n[nH]c2nccc(Oc3ccc(-c4cncn(Cc5ccc(Cl)cc5)c4=O)cc3F)c12. RXN SMILES: [Cl:1][c:2]1[cH:3][cH:4][c:5]([CH2:6][n:7]2[cH:8][n:9][cH:10][c:11](-[c:14]3[cH:15][c:16]([F:40])[c:17]([O:20][c:21]4[c:22]5[c:23]([n:24][cH:25][cH:26]4)[n:27]([CH2:31][c:32]4[cH:33][cH:34][c:35]([O:36][CH3:37])[cH:38][cH:39]4)[n:28][c:29]5[CH3:30])[cH:18][cH:19]3)[c:12]2=[O:13])[cH:41][cH:42]1.[OH:43][C:44]([C:45]([F:46])([F:47])[F:48])=[O:49]>>[Cl:1][c:2]1[cH:3][cH:4][c:5]([CH2:6][n:7]2[cH:8][n:9][cH:10][c:11](-[c:14]3[cH:15][c:16]([F:40])[c:17]([O:20][c:21]4[c:22]5[c:23]([n:24][cH:25][cH:26]4)[nH:27][n:28][c:29]5[CH3:30])[cH:18][cH:19]3)[c:12]2=[O:13])[cH:41][cH:42]1.